The task is: describe an organic reaction: reactants, conditions, products, and yield. This data is from the Open Reaction Database (ORD), a public repository of structured organic reaction records. Reactants: C([O-])([O-])=O.[Na+].[Na+] (sodium carbonate), C(C(=O)O)(=O)O.CN(C)CC1=CC=C(O1)CS (5-[(dimethylamino)methyl]-2-furanmethanethiol oxalate), S(=O)([O-])S(=O)[O-].[Na+].[Na+] (sodium dithionite), C([O-])([O-])=O.[Na+].[Na+] (sodium carbonate), OCCNC(N1CC1)=C[N+](=O)[O-] (N-(2-hydroxyethyl)-alpha-(nitromethylene)-1-aziridinemethaneamine). Run in O (water), C(C)OCC (Ethyl ether), CO (methanol). Yields the product CN(C)CC1=CC=C(O1)CSCCNC(=C[N+](=O)[O-])NCCO (N-[2-[[(5-[(dimethylamino)methyl]-2-furanyl)methyl]thio]ethyl]-N'-(2-hydroxyethyl)-2-nitro-1,1-ethenediamine). The yield is 69.7%. As a reaction SMILES: C(=O)([O-])[O-].[Na+].[Na+].C(O)(=O)C(O)=O.[CH3:13][N:14]([CH2:16][C:17]1[O:21][C:20]([CH2:22][SH:23])=[CH:19][CH:18]=1)[CH3:15].S(S([O-])=O)([O-])=O.[Na+].[Na+].[OH:32][CH2:33][CH2:34][NH:35][C:36](=[CH:40][N+:41]([O-:43])=[O:42])[N:37]1[CH2:39][CH2:38]1>O.CO.C(OCC)C>[CH3:15][N:14]([CH2:16][C:17]1[O:21][C:20]([CH2:22][S:23][CH2:39][CH2:38][NH:37][C:36]([NH:35][CH2:34][CH2:33][OH:32])=[CH:40][N+:41]([O-:43])=[O:42])=[CH:19][CH:18]=1)[CH3:13] |f:0.1.2,3.4,5.6.7|. Reported procedure: Ethyl ether (15 ml) and an excess of anhydrous sodium carbonate were added to a mixture in water of 0.13 g (0.5 mmole) of 5-[(dimethylamino)methyl]-2-furanmethanethiol oxalate (1:1), sodium dithionite (0.05 g) and anhydrous sodium carbonate (0.15 g). The mixture was filtered and the filtrate was evaporated under vacuum. 0.087 g (0.5 mmole) of N-(2-hydroxyethyl)-alpha-(nitromethylene)-1-aziridinemethaneamine and 4 ml of methanol were added to the residue. The mixture was evaporated to dryness and...